From a dataset of the Open Reaction Database (ORD), a public repository of structured organic reaction records. describe an organic reaction: reactants, conditions, products, and yield Reactants: Br/C=C/C=1C(NC(N(C1)[C@@H]1CO[C@H](O1)CO[Si](C1=CC=CC=C1)(C1=CC=CC=C1)C(C)(C)C)=O)=O ((2R,5S)-E-5-(2-Bromovinyl)-1-[2-[[(tert-Butyldiphenylsilyl)oxy]methyl]-1,3-dioxolan-5-yl]uracil), [F-].C(CCC)[N+](CCCC)(CCCC)CCCC (tetra-n-butylammoniumfluorid). The solvent is CC#N (CH3CN). Product: Br/C=C/C=1C(NC(N(C1)[C@@H]1CO[C@H](O1)CO)=O)=O ((2R,5S)-E-5-(2-Bromovinyl)-1-[2-(hydroxymethyl)-1,3-dioxolan-5-yl]uracil). Isolated yield 89.9%. As a reaction SMILES: [Br:1]/[CH:2]=[CH:3]/[C:4]1[C:5](=[O:35])[NH:6][C:7](=[O:34])[N:8]([C@H:10]2[O:14][C@H:13]([CH2:15][O:16][Si](C(C)(C)C)(C3C=CC=CC=3)C3C=CC=CC=3)[O:12][CH2:11]2)[CH:9]=1.[F-].C([N+](CCCC)(CCCC)CCCC)CCC>CC#N>[Br:1]/[CH:2]=[CH:3]/[C:4]1[C:5](=[O:35])[NH:6][C:7](=[O:34])[N:8]([C@H:10]2[O:14][C@H:13]([CH2:15][OH:16])[O:12][CH2:11]2)[CH:9]=1 |f:1.2|. Reported procedure: A solution of 26 (140 mg, 0.251 mmol) in CH3CN (10 mL) was treated with tetra-n-butylammoniumfluorid (I M solution in THF) (0.3 mL, 0.3 mmol) at rt for 1 h. After concentration of the mixture, the residue was purified by silica gel column chromatography (CHCl3:MeOH, 20:1) to give 28 (72 mg, 90%) as a white solid: mp 75-78° C.; [α]D−2.8 (c 0.4, MeOH); UV (MeOH) λmax 250.0 (ε 13900), 292.0 nm (ε 10600) (pH 7), 249.5 (ε 14400), 291.5 nm (ε 10800) (pH 2), 254.0 (ε 14100), 284.0 nm (sh) (pH 11). Reactants: CCCC[Sn](CCCC)(CCCC)c1cc(C(=O)OCC)no1, O=C1OC(Cn2ccnn2)CN1c1ccc(I)c(F)c1. The product is CCOC(=O)c1cc(-c2ccc(N3CC(Cn4ccnn4)OC3=O)cc2F)on1. Reaction SMILES: [CH2:21]([Sn:22]([CH2:23][CH2:24][CH2:25][CH3:36])([c:26]1[cH:27][c:28]([C:31](=[O:32])[O:33][CH2:34][CH3:35])[n:29][o:30]1)[CH2:37][CH2:38][CH2:39][CH3:40])[CH2:41][CH2:42][CH3:43].[F:1][c:2]1[cH:3][c:4]([N:9]2[C:10](=[O:20])[O:11][CH:12]([CH2:14][n:15]3[n:16][n:17][cH:18][cH:19]3)[CH2:13]2)[cH:5][cH:6][c:7]1[I:8]>>[F:1][c:2]1[cH:3][c:4]([N:9]2[C:10](=[O:20])[O:11][CH:12]([CH2:14][n:15]3[n:16][n:17][cH:18][cH:19]3)[CH2:13]2)[cH:5][cH:6][c:7]1-[c:26]1[cH:27][c:28]([C:31](=[O:32])[O:33][CH2:34][CH3:35])[n:29][o:30]1. Starting materials: CC1=[N+](C=CC(=C1C)OCCN1C(CCC1=O)=O)[O-] (2,3-dimethyl-4-(2-succinimidoethoxy)pyridine N-oxide), C(C)(=O)OC(C)=O (acetic anhydride), C(C)O (ethanol). Conditions: temperature 100 celsius, time 0.5 hour. Product: C(C)(=O)OCC1=NC=CC(=C1C)OCCN1C(CCC1=O)=O (2-acetoxymethyl-3-methyl-4-(2-succinimidoethoxy)pyridine). RXN SMILES: [CH3:1][C:2]1[C:7]([CH3:8])=[C:6]([O:9][CH2:10][CH2:11][N:12]2[C:16](=[O:17])[CH2:15][CH2:14][C:13]2=[O:18])[CH:5]=[CH:4][N+:3]=1[O-].C(O)C.[C:23]([O:26]C(=O)C)(=[O:25])[CH3:24]>>[C:23]([O:26][CH2:1][C:2]1[C:7]([CH3:8])=[C:6]([O:9][CH2:10][CH2:11][N:12]2[C:16](=[O:17])[CH2:15][CH2:14][C:13]2=[O:18])[CH:5]=[CH:4][N:3]=1)(=[O:25])[CH3:24]. Reported procedure: 0.12 g of 2,3-dimethyl-4-(2-succinimidoethoxy)pyridine N-oxide was dissolved in 5 ml of acetic anhydride to obtain a solution. This solution was stirred at 100° C. for 0.5 hour and cooled, followed by the addition of 30 ml of ethanol. The obtained mixture was stirred at a room temperature for 0.5 hour and distilled to remove the solvent. Thus, 0.14 g of crude 2-acetoxymethyl-3-methyl-4-(2-succinimidoethoxy)pyridine was obtained as an oil. Starting materials: CC(=O)OC(C)=O, COc1ccc(C2(C#Cc3cccc(N)c3)CCC(=O)CC2)cc1OC1CCCC1, ClCCl, Cl, c1ccncc1. Yields the product COc1ccc(C2(C#Cc3cccc(NC(C)=O)c3)CCC(=O)CC2)cc1OC1CCCC1. Reaction SMILES: [CH3:37][C:38](=[O:39])[O:40][C:41](=[O:42])[CH3:43].[CH:1]1([O:6][c:7]2[cH:8][c:9]([C:15]3([C:22]#[C:23][c:24]4[cH:25][c:26]([NH2:30])[cH:27][cH:28][cH:29]4)[CH2:16][CH2:17][C:18](=[O:21])[CH2:19][CH2:20]3)[cH:10][cH:11][c:12]2[O:13][CH3:14])[CH2:2][CH2:3][CH2:4][CH2:5]1.[Cl:45][CH2:46][Cl:47].[ClH:44].[cH:31]1[cH:32][cH:33][n:34][cH:35][cH:36]1>>[CH:1]1([O:6][c:7]2[cH:8][c:9]([C:15]3([C:22]#[C:23][c:24]4[cH:25][c:26]([NH:30][C:38]([CH3:37])=[O:39])[cH:27][cH:28][cH:29]4)[CH2:16][CH2:17][C:18](=[O:21])[CH2:19][CH2:20]3)[cH:10][cH:11][c:12]2[O:13][CH3:14])[CH2:2][CH2:3][CH2:4][CH2:5]1. Starting materials: O=C1CCC(=O)N1Br, ClCCl, Cc1nnnn1-c1ccc(C(=CC2CCCC2)C(=O)O)cc1S(C)(=O)=O, Nc1nccs1, c1ccc(P(c2ccccc2)c2ccccc2)cc1. The product is Cc1nnnn1-c1ccc(C(=CC2CCCC2)C(=O)Nc2nccs2)cc1S(C)(=O)=O. Reaction SMILES: [Br:20][N:21]1[C:22](=[O:23])[CH2:24][CH2:25][C:26]1=[O:27].[CH2:60]([Cl:61])[Cl:62].[CH:28]1([CH:33]=[C:34]([C:35](=[O:36])[OH:37])[c:38]2[cH:39][c:40]([S:50](=[O:51])(=[O:52])[CH3:53])[c:41](-[n:44]3[n:45][n:46][n:47][c:48]3[CH3:49])[cH:42][cH:43]2)[CH2:29][CH2:30][CH2:31][CH2:32]1.[NH2:54][c:55]1[s:56][cH:57][cH:58][n:59]1.[c:1]1([P:2]([c:3]2[cH:4][cH:5][cH:6][cH:7][cH:8]2)[c:9]2[cH:10][cH:11][cH:12][cH:13][cH:14]2)[cH:15][cH:16][cH:17][cH:18][cH:19]1>>[CH:28]1([CH:33]=[C:34]([C:35](=[O:37])[NH:54][c:55]2[s:56][cH:57][cH:58][n:59]2)[c:38]2[cH:39][c:40]([S:50](=[O:51])(=[O:52])[CH3:53])[c:41](-[n:44]3[n:45][n:46][n:47][c:48]3[CH3:49])[cH:42][cH:43]2)[CH2:29][CH2:30][CH2:31][CH2:32]1.